Dataset: the Open Reaction Database (ORD), a public repository of structured organic reaction records. Task: describe an organic reaction: reactants, conditions, products, and yield Procedure: Allyl bromide (2.48 mL, 29.3 mmol) was added to a solution of (1R*,5S*)-7-benzyl-3-oxa-7-azabicyclo[3.3.0]octan-2-one (4.25 g, 19.6 mmol) in tetrahydrofuran (98 mL) with stirring under salt-ice cooling. A 1 M solution of lithium hexamethyldisilazide in tetrahydrofuran (23.5 mL, 23.5 mmol) was added dropwise under cooling with ice-acetone. The mixture was stirred for two hours while gradually heating to room temperature. A saturated ammonium chloride solution (200 mL) was added to the reaction so... Reactants: C(C=C)Br (Allyl bromide), C(C1=CC=CC=C1)N1C[C@H]2COC([C@H]2C1)=O ((1R*,5S*)-7-benzyl-3-oxa-7-azabicyclo[3.3.0]octan-2-one), ice acetone, solution, C[Si]([N-][Si](C)(C)C)(C)C.[Li+] (lithium hexamethyldisilazide), [Cl-].[NH4+] (ammonium chloride). Yields the product C(C=C)C12C(OCC2CN(C1)CC1=CC=CC=C1)=O (1-Allyl-7-benzyl-3-oxa-7-azabicyclo[3.3.0]octan-2-one). Reaction SMILES: [CH2:1](Br)[CH:2]=[CH2:3].[CH2:5]([N:12]1[CH2:19][C@H:18]2[C@H:14]([CH2:15][O:16][C:17]2=[O:20])[CH2:13]1)[C:6]1[CH:11]=[CH:10][CH:9]=[CH:8][CH:7]=1.C[Si](C)(C)[N-][Si](C)(C)C.[Li+].[Cl-].[NH4+]>O1CCCC1>[CH2:3]([C:18]12[CH2:19][N:12]([CH2:5][C:6]3[CH:7]=[CH:8][CH:9]=[CH:10][CH:11]=3)[CH2:13][CH:14]1[CH2:15][O:16][C:17]2=[O:20])[CH:2]=[CH2:1] |f:2.3,4.5|. Isolated yield 29.9%. The solvent is O1CCCC1 (tetrahydrofuran), O1CCCC1 (tetrahydrofuran). Starting materials: BrC1=C(N(C=C1)NC([C@H](C)NC(=O)OC(C)(C)C)=O)C(=O)OC ((S)-Methyl 3-bromo-1-(2-(tert-butoxycarbonylamino)propanamido)-1H-pyrrole-2-carboxylate), ClC1=C(C=CC=C1)CN ((2-chlorophenyl)methanamine), 44a. Reported procedure: The title compound was prepared from (S)-Methyl 3-bromo-1-(2-(tert-butoxycarbonylamino)propanamido)-1H-pyrrole-2-carboxylate (310 mg, 0.8 mmol) and (2-chlorophenyl)methanamine (385 μL, 3.2 mmol) following the experimental procedure described in Preparation 44a. 259 mg (65% yield) of the desired compound were obtained. The product is BrC1=C(N(C=C1)NC([C@H](C)NC(OC(C)(C)C)=O)=O)C(NCC1=C(C=CC=C1)Cl)=O ((S)-tert-Butyl 1-(3-bromo-2-(2-chlorobenzylcarbamoyl)-1H-pyrrol-1-ylamino)-1-oxopropan-2-ylcarbamate). As a reaction SMILES: [Br:1][C:2]1[CH:6]=[CH:5][N:4]([NH:7][C:8](=[O:19])[C@@H:9]([NH:11][C:12]([O:14][C:15]([CH3:18])([CH3:17])[CH3:16])=[O:13])[CH3:10])[C:3]=1[C:20]([O:22]C)=O.[Cl:24][C:25]1[CH:30]=[CH:29][CH:28]=[CH:27][C:26]=1[CH2:31][NH2:32]>>[Br:1][C:2]1[CH:6]=[CH:5][N:4]([NH:7][C:8](=[O:19])[C@@H:9]([NH:11][C:12](=[O:13])[O:14][C:15]([CH3:16])([CH3:17])[CH3:18])[CH3:10])[C:3]=1[C:20](=[O:22])[NH:32][CH2:31][C:26]1[CH:27]=[CH:28][CH:29]=[CH:30][C:25]=1[Cl:24]. Isolated yield 64.8%. The reactants are Cl.N1CCC(CC1)C1=CC=C(C#N)C=C1 (4-(piperidin-4-yl)benzonitrile hydrochloride), C1(CCC1)C1=CC(=C(C(=O)N2CCC(CC2)C2=CC=C(C#N)C=C2)C=C1C1=NN=C(N1)CCOC)C (4-(1-(4-cyclobutyl-5-(5-(2-methoxyethyl)-4H-1,2,4-triazol-3-yl)-2-methylbenzoyl)piperidin-4-yl)benzonitrile), C1(CCC1)C1=CC(=C(C(=O)N2CCC(CC2)C2=CC=C(C#N)C=C2)C=C1C1=NN=C(N1)CCOC)C (4-(1-(4-cyclobutyl-5-(5-(2-methoxyethyl)-4H-1,2,4-triazol-3-yl)-2-methylbenzoyl)piperidin-4-yl)benzonitrile), amide, Cl.FC(C1=CC=C(C=C1)C1CCNCC1)(F)F (4-(4-(trifluoromethyl)phenyl)piperidine hydrochloride salt), ArCH3. Product: C1(CCC1)C1=CC(=C(C=C1C1=NN=C(N1)CCOC)C(=O)N1CCC(CC1)C1=CC=C(C=C1)C(F)(F)F)C ((4-Cyclobutyl-5-(5-(2-methoxyethyl)-4H-1,2,4-triazol-3-yl)-2-methylphenyl)(4-(4-(trifluoromethyl)phenyl)piperidin-1-yl)methanone). As a reaction SMILES: [CH:1]1([C:5]2[C:26]([C:27]3[NH:31][C:30]([CH2:32][CH2:33][O:34][CH3:35])=[N:29][N:28]=3)=[CH:25][C:8]([C:9](N3CCC(C4C=CC(C#N)=CC=4)CC3)=[O:10])=[C:7]([CH3:36])[CH:6]=2)[CH2:4][CH2:3][CH2:2]1.Cl.[F:38][C:39]([F:53])([F:52])[C:40]1[CH:45]=[CH:44][C:43]([CH:46]2[CH2:51][CH2:50][NH:49][CH2:48][CH2:47]2)=[CH:42][CH:41]=1.Cl.N1CCC(C2C=CC(C#N)=CC=2)CC1>>[CH:1]1([C:5]2[C:26]([C:27]3[NH:31][C:30]([CH2:32][CH2:33][O:34][CH3:35])=[N:29][N:28]=3)=[CH:25][C:8]([C:9]([N:49]3[CH2:48][CH2:47][CH:46]([C:43]4[CH:42]=[CH:41][C:40]([C:39]([F:38])([F:52])[F:53])=[CH:45][CH:44]=4)[CH2:51][CH2:50]3)=[O:10])=[C:7]([CH3:36])[CH:6]=2)[CH2:2][CH2:3][CH2:4]1 |f:1.2,3.4|. Procedure: The title compound was prepared using standard chemical manipulations and procedures similar to those used for the preparation of 4-(1-(4-cyclobutyl-5-(5-(2-methoxyethyl)-4H-1,2,4-triazol-3-yl)-2-methylbenzoyl)piperidin-4-yl)benzonitrile (compound 153), using 4-(4-(trifluoromethyl)phenyl)piperidine hydrochloride salt instead of 4-(piperidin-4-yl)benzonitrile hydrochloride salt (compound 1.5). m/z (ES+) 527 (M+H)+. 1H NMR (400 MHz, Chloroform-d) δ 11.30-11.10 (br, 1H), 7.60-7.47 (m, 3H), 7.35-7.2... Reactants: ClC1=CC(=C(C=N1)N(C(C1=CC(=CC(=C1)C(F)(F)F)C(F)(F)F)=O)C)I (N-(6-chloro-4-iodo-pyridin-3-yl)-N-methyl-3,5-bis-trifluoromethyl-benzamide), ClC=1C(=NC=CC1)I (3-chloro-2-iodopyridine), C(C)(C)[Mg]Cl (isopropylmagnesium chloride), C(=O)(O)[O-].[Na+] (NaHCO3). Reagents/catalysts: C=1C=CC(=CC1)[P](C=2C=CC=CC2)(C=3C=CC=CC3)[Pd]([P](C=4C=CC=CC4)(C=5C=CC=CC5)C=6C=CC=CC6)([P](C=7C=CC=CC7)(C=8C=CC=CC8)C=9C=CC=CC9)[P](C=1C=CC=CC1)(C=1C=CC=CC1)C=1C=CC=CC1 (tetrakis(triphenylphosphine)palladium(0)), [Cl-].[Cl-].[Zn+2] (ZnCl2). The solvent is C1CCOC1 (THF), C1CCOC1 (THF), CCOC(=O)C (EtOAc). Reaction conditions: time 20 minute. The product is ClC=1C(=NC=CC1)C1=C(C=NC(=C1)Cl)N(C(C1=CC(=CC(=C1)C(F)(F)F)C(F)(F)F)=O)C (N-(3,6′-Dichloro-[2,4]bipyridinyl-3′-yl)-N-methyl-3,5-bis-trifluoromethyl-benzamide). As a reaction SMILES: [Cl:1][C:2]1[C:3](I)=[N:4][CH:5]=[CH:6][CH:7]=1.C([Mg]Cl)(C)C.[Cl:14][C:15]1[N:20]=[CH:19][C:18]([N:21]([CH3:38])[C:22](=[O:37])[C:23]2[CH:28]=[C:27]([C:29]([F:32])([F:31])[F:30])[CH:26]=[C:25]([C:33]([F:36])([F:35])[F:34])[CH:24]=2)=[C:17](I)[CH:16]=1.C([O-])(O)=O.[Na+]>C1COCC1.[Cl-].[Cl-].[Zn+2].C1C=CC([P]([Pd]([P](C2C=CC=CC=2)(C2C=CC=CC=2)C2C=CC=CC=2)([P](C2C=CC=CC=2)(C2C=CC=CC=2)C2C=CC=CC=2)[P](C2C=CC=CC=2)(C2C=CC=CC=2)C2C=CC=CC=2)(C2C=CC=CC=2)C2C=CC=CC=2)=CC=1.CCOC(C)=O>[Cl:1][C:2]1[C:3]([C:17]2[CH:16]=[C:15]([Cl:14])[N:20]=[CH:19][C:18]=2[N:21]([CH3:38])[C:22](=[O:37])[C:23]2[CH:28]=[C:27]([C:29]([F:32])([F:31])[F:30])[CH:26]=[C:25]([C:33]([F:35])([F:36])[F:34])[CH:24]=2)=[N:4][CH:5]=[CH:6][CH:7]=1 |f:3.4,6.7.8,^1:56,58,77,96|. Procedure: To a solution of 3-chloro-2-iodopyridine (94.2 mg, 393 μmol, CAS RN 77332-89-9) in THF (3 mL) was added isopropylmagnesium chloride (2M solution in THF, 197 μl, 393 μmol) at −40° C. and the reaction mixture stirred for 20 minutes at this temperature. Freshly prepared ZnCl2 solution (1M in THF, 1.57 mL, 1.57 mmol) was added at −40° C. The reaction mixture was allowed to warm to room temperature and was stirred for 90 minutes. A solution of N-(6-chloro-4-iodo-pyridin-3-yl)-N-methyl-3,5-bis-trifluo...